From a dataset of the Open Reaction Database (ORD), a public repository of structured organic reaction records. describe an organic reaction: reactants, conditions, products, and yield The reactants are FC(C(=O)O)(F)F (Trifluoroacetic acid), [BH4-].[Na+] (NaBH4), FC1=CC=C(C=C1)C=1OC=C(N1)C(C#N)O (2-(2-(4-fluorophenyl)oxazol-4-yl)-2-hydroxyacetonitrile). Run in C1CCOC1 (THF). Run at time 8 hour. Product: NCC(O)C=1N=C(OC1)C1=CC=C(C=C1)F (2-amino-1-(2-(4-fluorophenyl)oxazol-4-yl)ethanol). The yield is 58.7%. As a reaction SMILES: FC(F)(F)C(O)=O.[BH4-].[Na+].[F:10][C:11]1[CH:16]=[CH:15][C:14]([C:17]2[O:18][CH:19]=[C:20]([CH:22]([OH:25])[C:23]#[N:24])[N:21]=2)=[CH:13][CH:12]=1>C1COCC1>[NH2:24][CH2:23][CH:22]([C:20]1[N:21]=[C:17]([C:14]2[CH:15]=[CH:16][C:11]([F:10])=[CH:12][CH:13]=2)[O:18][CH:19]=1)[OH:25] |f:1.2|. Procedure: Trifluoroacetic acid (0.35 mL, 4.60 mmol) was added dropwise to a suspension of NaBH4 (0.174 g, 4.60 mmol) in dry THF (10 mL) at 0° C., followed by addition of 2-(2-(4-fluorophenyl)oxazol-4-yl)-2-hydroxyacetonitrile (0.20 g, 0.92 mmol) also portionwise. The reaction mixture was stirred at room temperature for 8 h, and then concentrated under reduced pressure and diluted with ice-water. The mixture was acidified to pH ˜2 using 1.5N HCl at 0° C. and then heated to 50° C. for 20 min. The solution w... Starting materials: CC(=O)[O-], CC(Nc1cc(Nc2cc(C3CC3)[nH]n2)c([N+](=O)[O-])cn1)c1ccc(F)cc1, [Cl-], [NH4+], [NH4+], [Zn]. Yields the product CC(Nc1cc(Nc2cc(C3CC3)[nH]n2)c(N)cn1)c1ccc(F)cc1. Reaction SMILES: [CH3:32][C:33](=[O:34])[O-:35].[CH:1]1([c:4]2[cH:5][c:6]([NH:9][c:10]3[cH:11][c:12]([NH:19][CH:20]([CH3:21])[c:22]4[cH:23][cH:24][c:25]([F:28])[cH:26][cH:27]4)[n:13][cH:14][c:15]3[N+:16]([O-:17])=[O:18])[n:7][nH:8]2)[CH2:2][CH2:3]1.[Cl-:29].[NH4+:30].[NH4+:31].[Zn:36]>>[CH:1]1([c:4]2[cH:5][c:6]([NH:9][c:10]3[cH:11][c:12]([NH:19][CH:20]([CH3:21])[c:22]4[cH:23][cH:24][c:25]([F:28])[cH:26][cH:27]4)[n:13][cH:14][c:15]3[NH2:16])[n:7][nH:8]2)[CH2:2][CH2:3]1. Reactants: [BH-](OC(=O)C)(OC(=O)C)OC(=O)C.[Na+] (Na(OAc)3BH), FC(C(=O)NC1=C(C=C(C(=C1)OC1=CC=C(C=C1)C=O)F)[N+](=O)[O-])(F)F (2,2,2-trifluoro-N-{4-fluoro-5-[(4-formylphenyl)oxy]-2-nitrophenyl}acetamide), NC1CC2=CC=CC=C2C1 (2-aminoindane), C(C)(=O)O (acetic acid). Solvent: C(Cl)Cl (CH2Cl2), O (H2O). Run at time 1 hour. The product is NC=1C(=CC(=C(C1)OC1=CC=C(C=C1)CNC1CC2=CC=CC=C2C1)F)[N+](=O)[O-] (({4-[(5-Amino-2-fluoro-4-nitrophenyl)oxy]phenyl}methyl)2,3-dihydro-1H-inden-2-ylamine). RXN SMILES: FC(F)(F)C([NH:5][C:6]1[CH:11]=[C:10]([O:12][C:13]2[CH:18]=[CH:17][C:16]([CH:19]=O)=[CH:15][CH:14]=2)[C:9]([F:21])=[CH:8][C:7]=1[N+:22]([O-:24])=[O:23])=O.[NH2:27][CH:28]1[CH2:36][C:35]2[C:30](=[CH:31][CH:32]=[CH:33][CH:34]=2)[CH2:29]1.C(O)(=O)C.[BH-](OC(C)=O)(OC(C)=O)OC(C)=O.[Na+]>C(Cl)Cl.O>[NH2:5][C:6]1[C:7]([N+:22]([O-:24])=[O:23])=[CH:8][C:9]([F:21])=[C:10]([O:12][C:13]2[CH:14]=[CH:15][C:16]([CH2:19][NH:27][CH:28]3[CH2:36][C:35]4[C:30](=[CH:31][CH:32]=[CH:33][CH:34]=4)[CH2:29]3)=[CH:17][CH:18]=2)[CH:11]=1 |f:3.4|. Procedure details: A solution of 2,2,2-trifluoro-N-{4-fluoro-5-[(4-formylphenyl)oxy]-2-nitrophenyl}acetamide (0.300 g, 0.806 mmol), 2-aminoindane (0.161 g, 1.21 mmol), and acetic acid (0.5 mL) in CH2Cl2 (3 mL) was stirred for 30 min and then Na(OAc)3BH (0.205 g, 0.967 mmol) was added slowly over 2 min. The reaction mixture stirred for 1 hour at ambient temperature and then H2O (3 mL) was added. The layers were separated and the aqueous layer extracted one additional time with CH2Cl2. The combined organics were was... Starting materials: C[C@@]12C=CC[C@H]1[C@@H]1CCC3=CC(CC[C@]3(C)[C@H]1CC2)=O (androsta-4,16-dien-3-one), COC(C)(C)OC (dimethoxypropane), O.C1(=CC=C(C=C1)S(=O)(=O)O)C (p-toluenesulfonic acid monohydrate), C([O-])(O)=O.[Na+] (sodium bicarbonate). Run in CO (methanol), CN(C)C=O (DMF). The product is COC1=CC2=CC[C@H]3[C@@H]4CC=C[C@@]4(C)CC[C@@H]3[C@]2(CC1)C (Androsta-3,5,16-trien-3-yl methyl ether). Reaction SMILES: [CH3:1][C@:2]12[CH2:19][CH2:18][C@H:17]3[C@@H:7]([CH2:8][CH2:9][C:10]4[C@:15]3([CH3:16])[CH2:14][CH2:13][C:12](=[O:20])[CH:11]=4)[C@@H:6]1[CH2:5][CH:4]=[CH:3]2.[CH3:21]OC(OC)(C)C.O.C1(C)C=CC(S(O)(=O)=O)=CC=1.C(=O)(O)[O-].[Na+]>CO.CN(C=O)C>[CH3:21][O:20][C:12]1[CH2:13][CH2:14][C@@:15]2([CH3:16])[C:10](=[CH:9][CH2:8][C@@H:7]3[C@@H:17]2[CH2:18][CH2:19][C@@:2]2([CH3:1])[C@H:6]3[CH2:5][CH:4]=[CH:3]2)[CH:11]=1 |f:2.3,4.5|. Procedure details: To a partial solution of androsta-4,16-dien-3-one (1.00 g, 3.70 mmol) in 2.2 dimethoxypropane (5.0 ml, 41 mmol) and 5 ml DMF were added methanol (0.2 ml) and p-toluenesulfonic acid monohydrate (26.4 mg, 0.139 mmol). The mixture was refluxed 5 h, after which it was cooled and sodium bicarbonate (152.5 mg) was added. The suspension was partitioned between 50 ml of ice water and 50 ml of ethyl acetate. The organic layer was washed with two 50 ml portions of water+50 ml of brine, dried over 20 magne... Reactants: crystals, C(C=C)C=1C(=C2C=CC(NC2=C(C1)C)=O)O (6-allyl-5-hydroxy-8-methylcarbostyril), C(C)(=O)O (acetic acid). The solvent is N1=CC=CC=C1 (pyridine), C(Cl)(Cl)Cl (chloroform). Yields the product C(C)(=O)OC1=C2C=CC(NC2=C(C=C1CC=C)C)=O (5-acetoxy-6-allyl-8-methylcarbostyril). The yield is 91.3%. RXN SMILES: [CH2:1]([C:4]1[C:5]([OH:16])=[C:6]2[C:11](=[C:12]([CH3:14])[CH:13]=1)[NH:10][C:9](=[O:15])[CH:8]=[CH:7]2)[CH:2]=[CH2:3].[C:17](O)(=[O:19])[CH3:18]>N1C=CC=CC=1.C(Cl)(Cl)Cl>[C:17]([O:16][C:5]1[C:4]([CH2:1][CH:2]=[CH2:3])=[CH:13][C:12]([CH3:14])=[C:11]2[C:6]=1[CH:7]=[CH:8][C:9](=[O:15])[NH:10]2)(=[O:19])[CH3:18]. Procedure details: To a solution of 6-allyl-5-hydroxy-8-methylcarbostyril (3.2 g, 14.9 mmol) in pyridine (50 ml), acetic acid (3.5 34.3 mmol) was added and stirred at room temperature for hour. The mixture was condensed and dissolved in chloroform. The resultant solution was washed with saturated aqueous sodium bicarbonate solution, aqueous 2N-HCl solution, and water, and dried and condensed. As a result, 3.5 g of 5-acetoxy-6-allyl-8-methylcarbostyril was obtained as colorless crystals (91.4%).